From a dataset of the Open Reaction Database (ORD), a public repository of structured organic reaction records. describe an organic reaction: reactants, conditions, products, and yield Starting materials: O=S(=O)(c1ccc(Cl)cc1)c1cnc2cc(Cl)ccc2c1O, ClOCl, O, [P+5]. Yields the product O=S(=O)(c1ccc(Cl)cc1)c1cnc2cc(Cl)ccc2c1Cl. RXN SMILES: [Cl:1][c:2]1[cH:3][cH:4][c:5]2[c:6]([OH:22])[c:7]([S:12](=[O:13])(=[O:14])[c:15]3[cH:16][cH:17][c:18]([Cl:21])[cH:19][cH:20]3)[cH:8][n:9][c:10]2[cH:11]1.[O:23]([Cl:24])[Cl:25].[OH2:27].[P+5:26]>>[Cl:1][c:2]1[cH:3][cH:4][c:5]2[c:6]([Cl:24])[c:7]([S:12](=[O:13])(=[O:14])[c:15]3[cH:16][cH:17][c:18]([Cl:21])[cH:19][cH:20]3)[cH:8][n:9][c:10]2[cH:11]1. As a reaction SMILES: [Mg].Br[C:3]1[CH:8]=[CH:7][CH:6]=[CH:5][C:4]=1[O:9][CH3:10].COC1C=CC=CC=1[Mg]Br.[CH2:21]1[O:29][C:28]2[CH:27]=[CH:26][C:25]([C:30]3[C:38]4[C:33](=[CH:34][CH:35]=[CH:36][CH:37]=4)[C:32](=[O:39])[C:31]=3[C:40]([O:42][CH2:43][CH3:44])=[O:41])=[CH:24][C:23]=2[O:22]1>C1COCC1>[OH:39][C:32]1([C:3]2[CH:8]=[CH:7][CH:6]=[CH:5][C:4]=2[O:9][CH3:10])[C:33]2[C:38](=[CH:37][CH:36]=[CH:35][CH:34]=2)[C:30]([C:25]2[CH:26]=[CH:27][C:28]3[O:29][CH2:21][O:22][C:23]=3[CH:24]=2)=[C:31]1[C:40]([O:42][CH2:43][CH3:44])=[O:41]. Procedure: To dry magnesium turnings (81 mg, 3.4 mmol) under an argon atmosphere was added a solution of 2-bromoanisole (0.64 g, 3.4 mmol) in 5:1 THF/Et2 O (3 ml). A portion of the resulting 2-methoxyphenyl magnesium bromide solution (0.45 ml, 0.51 mmol) was added dropwise to a solution of ethyl 3-(3,4-methylenedioxyphenyl)-1-oxoindene-2-carboxylate (100 mg, 0.34 mmol) in THF (6 ml) under an argon atmosphere at 0° C. After stirring for 15 min, the mixture was partitioned between 3M HCl and EtOAc. The organ... Product: OC1(C(=C(C2=CC=CC=C12)C1=CC2=C(C=C1)OCO2)C(=O)OCC)C2=C(C=CC=C2)OC (Ethyl(1RS)-1-Hydroxy-1-(2-methoxyphenyl)-3-(3,4-methylenedioxyphenyl)indene-2-carboxylate). Solvent: C1CCOC1 (THF), C1CCOC1 (THF). The reactants are [Mg] (magnesium), BrC1=C(C=CC=C1)OC (2-bromoanisole), COC1=C(C=CC=C1)[Mg]Br (2-methoxyphenyl magnesium bromide), C1OC=2C=C(C=CC2O1)C1=C(C(C2=CC=CC=C12)=O)C(=O)OCC (ethyl 3-(3,4-methylenedioxyphenyl)-1-oxoindene-2-carboxylate). Run at time 15 minute.